From a dataset of the Open Reaction Database (ORD), a public repository of structured organic reaction records. describe an organic reaction: reactants, conditions, products, and yield Starting materials: CCCC[N+](CCCC)(CCCC)CCCC, C=Cc1ccccn1, [Cl-], CN1CCc2[nH]c3ccc(Cl)cc3c2CC1, [Na+], [OH-], O. Yields the product CN1CCc2c(n(CCc3ccccn3)c3ccc(Cl)cc23)CC1. RXN SMILES: [CH2:28]([N+:29]([CH2:30][CH2:31][CH2:32][CH3:33])([CH2:34][CH2:35][CH2:36][CH3:37])[CH2:38][CH2:39][CH2:40][CH3:41])[CH2:42][CH2:43][CH3:44].[CH:17](=[CH2:18])[c:19]1[n:20][cH:21][cH:22][cH:23][cH:24]1.[Cl-:27].[Cl:1][c:2]1[cH:3][c:4]2[c:5]3[c:6]([nH:7][c:8]2[cH:9][cH:10]1)[CH2:11][CH2:12][N:13]([CH3:16])[CH2:14][CH2:15]3.[Na+:26].[OH-:25].[OH2:45]>>[Cl:1][c:2]1[cH:3][c:4]2[c:5]3[c:6]([n:7]([CH2:18][CH2:17][c:19]4[n:20][cH:21][cH:22][cH:23][cH:24]4)[c:8]2[cH:9][cH:10]1)[CH2:11][CH2:12][N:13]([CH3:16])[CH2:14][CH2:15]3. Reactants: OCCNC1=C(C=CC=C1[N+](=O)[O-])S(=O)(=O)N(C)C (2-[(2-hydroxyethyl)amino]-N,N-dimethyl-3-nitrobenzenesulfonamide), S(=O)([O-])S(=O)[O-].[Na+].[Na+] (sodium hydrosulfite). Solvent: CO (methanol), O (water). Reaction conditions: temperature 60 celsius. The product is NC=1C(=C(C=CC1)S(=O)(=O)N(C)C)NCCO (3-amino-2-[(2-hydroxyethyl)amino]-N,N-dimethylbenzenesulfonamide). Reaction SMILES: [OH:1][CH2:2][CH2:3][NH:4][C:5]1[C:10]([N+:11]([O-])=O)=[CH:9][CH:8]=[CH:7][C:6]=1[S:14]([N:17]([CH3:19])[CH3:18])(=[O:16])=[O:15].S(S([O-])=O)([O-])=O.[Na+].[Na+]>CO.O>[NH2:11][C:10]1[C:5]([NH:4][CH2:3][CH2:2][OH:1])=[C:6]([S:14]([N:17]([CH3:19])[CH3:18])(=[O:15])=[O:16])[CH:7]=[CH:8][CH:9]=1 |f:1.2.3|. Procedure details: To a solution of 2-[(2-hydroxyethyl)amino]-N,N-dimethyl-3-nitrobenzenesulfonamide (107 mg, 0.37 mmol) in methanol (2 mL) a solution of 85% sodium hydrosulfite (0.30 g, 1.5 mmol) in water (1.2 mL) was added. The obtained suspension was heated at 60° C. for 10 min. The volatiles were removed in vacuo, and the residue was partitioned between a saturated solution of sodium bicarbonate and ethyl acetate. The organic phase was dried over magnesium sulfate and concentrated in vacuo affording 3-amino-2-... Starting materials: Clc1ccccc1Cl, CC(C)n1cc(-c2nc(C(=O)O)c(N)nc2-c2ccc(F)cc2)ccc1=O. Product: CC(C)n1cc(-c2ncc(N)nc2-c2ccc(F)cc2)ccc1=O. Reaction SMILES: [Cl:28][c:29]1[c:30]([Cl:31])[cH:32][cH:33][cH:34][cH:35]1.[NH2:1][c:2]1[c:3]([C:25]([OH:26])=[O:27])[n:4][c:5](-[c:15]2[cH:16][n:17]([CH:22]([CH3:23])[CH3:24])[c:18](=[O:21])[cH:19][cH:20]2)[c:6](-[c:8]2[cH:9][cH:10][c:11]([F:14])[cH:12][cH:13]2)[n:7]1>>[NH2:1][c:2]1[cH:3][n:4][c:5](-[c:15]2[cH:16][n:17]([CH:22]([CH3:23])[CH3:24])[c:18](=[O:21])[cH:19][cH:20]2)[c:6](-[c:8]2[cH:9][cH:10][c:11]([F:14])[cH:12][cH:13]2)[n:7]1.